This data is from the Open Reaction Database (ORD), a public repository of structured organic reaction records. The task is: describe an organic reaction: reactants, conditions, products, and yield Starting materials: CC(C)C1=NC(=NC(=C1/C=C/[C@H](C[C@H](CC(=O)OC(C)(C)C)O)O)C2=CC=C(C=C2)F)N(C)S(=O)(=O)C (Rosuvastatin tert-butyl ester), [OH-].[Na+] (NaOH). Solvent: C1CCOC1.O (THF water). Reaction conditions: temperature 30 celsius, time 2 hour. The product is CC(C)C1=NC(=NC(=C1C=CC(CC(CC(=O)[O-])O)O)C2=CC=C(C=C2)F)N(C)S(=O)(=O)C.[Na+] (rosuvastatin sodium). Isolated yield 99.7%. Reaction SMILES: [CH3:1][CH:2]([C:4]1[C:9](/[CH:10]=[CH:11]/[C@@H:12]([OH:24])[CH2:13][C@@H:14]([OH:23])[CH2:15][C:16]([O:18]C(C)(C)C)=[O:17])=[C:8]([C:25]2[CH:30]=[CH:29][C:28]([F:31])=[CH:27][CH:26]=2)[N:7]=[C:6]([N:32]([S:34]([CH3:37])(=[O:36])=[O:35])[CH3:33])[N:5]=1)[CH3:3].[OH-].[Na+:39]>C1COCC1.O>[CH3:3][CH:2]([C:4]1[C:9]([CH:10]=[CH:11][CH:12]([OH:24])[CH2:13][CH:14]([OH:23])[CH2:15][C:16]([O-:18])=[O:17])=[C:8]([C:25]2[CH:26]=[CH:27][C:28]([F:31])=[CH:29][CH:30]=2)[N:7]=[C:6]([N:32]([S:34]([CH3:37])(=[O:36])=[O:35])[CH3:33])[N:5]=1)[CH3:1].[Na+:39] |f:1.2,3.4,5.6|. Procedure details: Rosuvastatin tert-butyl ester (3.0 g, 5.6 mmol) is dissolved in 25 mL of a 4:1 mixture of THF/water. The clear solution is warmed to 30° C. and 8.0 M NaOH (0.75 mL, 6.0 mmol) was added portionwise. The reaction mixture is stirred at 30° C. for 2 hours giving a clear yellow solution. Then THF is removed completely under the reduced pressure (20 mbar) at 40° C. The remaining aqueous solution is diluted with water to 25 mL and washed with AcOEt (2×10 mL). After separation from the organic layer aqu... Reactants: COC1=C(C=CC=C1)C1=NC=C(C=C1N)C1=C(C=CC=C1)OC (2,5-bis(2-methoxyphenyl)-3-pyridinamine), ClC1=C(C(=NC2=CC(=CC(=C12)F)F)C1=NC=CC=C1)C (4-chloro-5,7-difluoro-3-methyl-2-(2-pyridinyl)quinoline), C1(CCCCC1)P(C1(C(=C(C=C(C1)C(C)C)C(C)C)C1=CC=CC=C1)C(C)C)C1CCCCC1 (2-dicyclohexylphosphino-2,4,6,-triisopropylbiphenyl), CC(C)([O-])C.[Na+] (sodium tert-butoxide). Reagents/catalysts: C=1C=CC(=CC1)/C=C/C(=O)/C=C/C2=CC=CC=C2.C=1C=CC(=CC1)/C=C/C(=O)/C=C/C2=CC=CC=C2.C=1C=CC(=CC1)/C=C/C(=O)/C=C/C2=CC=CC=C2.[Pd].[Pd] (tris(dibenzylideneacetone)dipalladium). Solvent: C1(=CC=CC=C1)C (toluene). Conditions: temperature 90 celsius, time 21.5 hour. The product is COC1=C(C=CC=C1)C1=NC=C(C=C1NC1=C(C(=NC2=CC(=CC(=C12)F)F)C1=NC=CC=C1)C)C1=C(C=CC=C1)OC (N-(2,5-bis(2-methoxyphenyl)-3-pyridinyl)-5,7-difluoro-3-methyl-2-(2-pyridinyl)-4-quinolinamine). As a reaction SMILES: [CH3:1][O:2][C:3]1[CH:8]=[CH:7][CH:6]=[CH:5][C:4]=1[C:9]1[C:14]([NH2:15])=[CH:13][C:12]([C:16]2[CH:21]=[CH:20][CH:19]=[CH:18][C:17]=2[O:22][CH3:23])=[CH:11][N:10]=1.Cl[C:25]1[C:34]2[C:29](=[CH:30][C:31]([F:36])=[CH:32][C:33]=2[F:35])[N:28]=[C:27]([C:37]2[CH:42]=[CH:41][CH:40]=[CH:39][N:38]=2)[C:26]=1[CH3:43].C1(P(C2CCCCC2)C2(C(C)C)CC(C(C)C)=CC(C(C)C)=C2C2C=CC=CC=2)CCCCC1.CC(C)([O-])C.[Na+]>C1(C)C=CC=CC=1.C1C=CC(/C=C/C(/C=C/C2C=CC=CC=2)=O)=CC=1.C1C=CC(/C=C/C(/C=C/C2C=CC=CC=2)=O)=CC=1.C1C=CC(/C=C/C(/C=C/C2C=CC=CC=2)=O)=CC=1.[Pd].[Pd]>[CH3:1][O:2][C:3]1[CH:8]=[CH:7][CH:6]=[CH:5][C:4]=1[C:9]1[C:14]([NH:15][C:25]2[C:34]3[C:29](=[CH:30][C:31]([F:36])=[CH:32][C:33]=3[F:35])[N:28]=[C:27]([C:37]3[CH:42]=[CH:41][CH:40]=[CH:39][N:38]=3)[C:26]=2[CH3:43])=[CH:13][C:12]([C:16]2[CH:21]=[CH:20][CH:19]=[CH:18][C:17]=2[O:22][CH3:23])=[CH:11][N:10]=1 |f:3.4,6.7.8.9.10|. Procedure details: A mixture of 2,5-bis(2-methoxyphenyl)-3-pyridinamine (37.5 mg, 0.12 mmol), 4-chloro-5,7-difluoro-3-methyl-2-(2-pyridinyl)quinoline (54.7 mg, 0.19 mmol), 2-dicyclohexylphosphino-2,4,6,-triisopropylbiphenyl (12.1 mg, 0.025 mmol), tris(dibenzylideneacetone)dipalladium (0) (11.9 mg, 0.013 mmol), and sodium tert-butoxide (36.7 mg, 0.38 mmol) in dry toluene (2.0 mL) was degassed by nitrogen. The mixture was heated to 90° C. After 21.5 h, the reaction was cooled to rt, then treated with water. After ex... Starting materials: B(Br)(Br)Br (Boron tribromide), COC=1C=C2C(=CC(=NC2=CC1)C)C(F)(F)F (6-Methoxy-2-methyl-4-trifluoromethyl-quinoline), C([O-])(O)=O.[Na+] (sodium bicarbonate). Run in C(Cl)Cl (Methylene chloride), C(Cl)Cl (Methylene chloride). Reaction conditions: temperature -78 celsius, time 22 hour. Product: CC1=NC2=CC=C(C=C2C(=C1)C(F)(F)F)O (2-Methyl-4-trifluoromethyl-quinolin-6-ol). Reaction SMILES: C[O:2][C:3]1[CH:4]=[C:5]2[C:10](=[CH:11][CH:12]=1)[N:9]=[C:8]([CH3:13])[CH:7]=[C:6]2[C:14]([F:17])([F:16])[F:15].B(Br)(Br)Br.C(=O)(O)[O-].[Na+]>C(Cl)Cl>[CH3:13][C:8]1[CH:7]=[C:6]([C:14]([F:16])([F:15])[F:17])[C:5]2[C:10](=[CH:11][CH:12]=[C:3]([OH:2])[CH:4]=2)[N:9]=1 |f:2.3|. Reported procedure: 6-Methoxy-2-methyl-4-trifluoromethyl-quinoline (0.894 g, 3.71 mmol) was dissolved in Methylene chloride (60 mL), and cooled to −78° C. A solution of 1.0 M of Boron tribromide in Methylene chloride (11.0 mL, 11.0 mmol) was then added dropwise. The reaction mixture was then warmed up to 23° C. The reaction was allowed to stir 22 h at room temperature. After cooling in an ice bath, saturated sodium bicarbonate solution was added with stirring. The mixture was extracted with methylene chloride and e... Reagents/catalysts: PCy3. The product is Cc2ccc1ccccc1c2. Reaction conditions: temperature 80 celsius, time 20 minute. Starting materials: c3ccc(Oc2ccc1ccccc1c2)cc3 (substrate), C[Mg]Br (effective_coupling_partner).